Dataset: the Open Reaction Database (ORD), a public repository of structured organic reaction records. Task: describe an organic reaction: reactants, conditions, products, and yield The reactants are Cc1cccc(Br)c1C, O=C([O-])[O-], Cc1cnc(Cl)nc1N, [Cs+], [Cs+], C1COCCO1, O=C(C=Cc1ccccc1)C=Cc1ccccc1, O=C(C=Cc1ccccc1)C=Cc1ccccc1, O=C(C=Cc1ccccc1)C=Cc1ccccc1, [Pd], [Pd]. Product: Cc1cnc(Cl)nc1Nc1cccc(C)c1C. As a reaction SMILES: [Br:10][c:11]1[c:12]([CH3:18])[c:13]([CH3:17])[cH:14][cH:15][cH:16]1.[C:19](=[O:20])([O-:21])[O-:22].[Cl:1][c:2]1[n:3][cH:4][c:5]([CH3:9])[c:6]([NH2:8])[n:7]1.[Cs+:23].[Cs+:24].[O:25]1[CH2:26][CH2:27][O:28][CH2:29][CH2:30]1.[O:33]=[C:34]([CH:35]=[CH:36][c:37]1[cH:38][cH:39][cH:40][cH:41][cH:42]1)[CH:43]=[CH:44][c:45]1[cH:46][cH:47][cH:48][cH:49][cH:50]1.[O:51]=[C:52]([CH:53]=[CH:54][c:55]1[cH:56][cH:57][cH:58][cH:59][cH:60]1)[CH:61]=[CH:62][c:63]1[cH:64][cH:65][cH:66][cH:67][cH:68]1.[O:69]=[C:70]([CH:71]=[CH:72][c:73]1[cH:74][cH:75][cH:76][cH:77][cH:78]1)[CH:79]=[CH:80][c:81]1[cH:82][cH:83][cH:84][cH:85][cH:86]1.[Pd:31].[Pd:32]>>[Cl:1][c:2]1[n:3][cH:4][c:5]([CH3:9])[c:6]([NH:8][c:11]2[c:12]([CH3:18])[c:13]([CH3:17])[cH:14][cH:15][cH:16]2)[n:7]1. Reactants: C1(=CC=CC=C1)C(C1=CC=CC=C1)OC(=O)C1C(=C(S[C@H]2N1C([C@H]2C(CC2=CC=CC=C2)=O)=O)N)CC2=CC=CS2 (7β-phenylacetyl-amino-3-(2-thenyl)-ceph-2-em-4ξ-carboxylic acid diphenylmethyl ester), N1=CC=CC=C1 (pyridine). Solvent: 9, C(C)N(CC)CC (triethylamine). Yields the product C1(=CC=CC=C1)C(C1=CC=CC=C1)OC(=O)C1=C(C(S[C@H]2N1C([C@H]2C(CC2=CC=CC=C2)=O)=O)N)CC2=CC=CS2 (7β-phenylacetyl-amino-3-(2-thenyl)-ceph-3-em-4-carboxylic acid diphenylmethyl ester). As a reaction SMILES: [C:1]1([CH:7]([O:14][C:15]([CH:17]2[N:22]3[C:23](=[O:34])[C@@H:24]([C:25](=[O:33])[CH2:26][C:27]4[CH:32]=[CH:31][CH:30]=[CH:29][CH:28]=4)[C@H:21]3[S:20][C:19]([NH2:35])=[C:18]2[CH2:36][C:37]2[S:41][CH:40]=[CH:39][CH:38]=2)=[O:16])[C:8]2[CH:13]=[CH:12][CH:11]=[CH:10][CH:9]=2)[CH:6]=[CH:5][CH:4]=[CH:3][CH:2]=1.N1C=CC=CC=1>C(N(CC)CC)C>[C:1]1([CH:7]([O:14][C:15]([C:17]2[N:22]3[C:23](=[O:34])[C@@H:24]([C:25](=[O:33])[CH2:26][C:27]4[CH:28]=[CH:29][CH:30]=[CH:31][CH:32]=4)[C@H:21]3[S:20][CH:19]([NH2:35])[C:18]=2[CH2:36][C:37]2[S:41][CH:40]=[CH:39][CH:38]=2)=[O:16])[C:8]2[CH:13]=[CH:12][CH:11]=[CH:10][CH:9]=2)[CH:2]=[CH:3][CH:4]=[CH:5][CH:6]=1. Reported procedure: A solution of 10.2 g of 7β-phenylacetyl-amino-3-(2-thenyl)-ceph-2-em-4ξ-carboxylic acid diphenylmethyl ester in 130 ml of a 9:1-mixture of pyridine and triethylamine is left to stand in the dark and under nitrogen for 31/2 days at room temperature, then evaporated under reduced pressure. The residue is evaporated several times to dryness with toluene and then triturated with ethyl acetate. The solid residue is recrystallised from ethyl acetate and yields the somewhat impure 7β-phenylacetyl-amino... Reactants: O=C([O-])[O-], CCOC(=O)C(C)(C)Oc1ccc(S)cc1, CC#N, FC(F)(F)c1ccc(-c2nc(COC3CCCCO3)c(CCl)s2)cc1, [Cs+], [Cs+]. Product: CCOC(=O)C(C)(C)Oc1ccc(SCc2sc(-c3ccc(C(F)(F)F)cc3)nc2COC2CCCCO2)cc1. As a reaction SMILES: [C:26](=[O:27])([O-:28])[O-:29].[CH3:32][C:33]([C:34](=[O:35])[O:36][CH2:37][CH3:38])([CH3:39])[O:40][c:41]1[cH:42][cH:43][c:44]([SH:47])[cH:45][cH:46]1.[CH3:48][C:49]#[N:50].[Cl:1][CH2:2][c:3]1[c:4]([CH2:18][O:19][CH:20]2[O:21][CH2:22][CH2:23][CH2:24][CH2:25]2)[n:5][c:6](-[c:8]2[cH:9][cH:10][c:11]([C:14]([F:15])([F:16])[F:17])[cH:12][cH:13]2)[s:7]1.[Cs+:30].[Cs+:31]>>[CH2:2]([c:3]1[c:4]([CH2:18][O:19][CH:20]2[O:21][CH2:22][CH2:23][CH2:24][CH2:25]2)[n:5][c:6](-[c:8]2[cH:9][cH:10][c:11]([C:14]([F:15])([F:16])[F:17])[cH:12][cH:13]2)[s:7]1)[S:47][c:44]1[cH:43][cH:42][c:41]([O:40][C:33]([CH3:32])([C:34](=[O:35])[O:36][CH2:37][CH3:38])[CH3:39])[cH:46][cH:45]1. Reactants: CN(C)C=C1C(C2=C(N(CC1)C(C1=CC=C(C=C1)[N+](=O)[O-])=O)N=CC=C2)=O (6-[(dimethylamino)methylene]-6,7,8,9-tetrahydro-9-(4-nitrobenzoyl)-5H-pyrido[2,3-b]azepin-5-one), O.NN (hydrazine hydrate). Run in CO (methanol). Reaction conditions: time 8 hour. Yields the product [N+](=O)([O-])C1=CC=C(C(=O)N2C3=C(C4=C(CC2)C=NN4)C=CC=N3)C=C1 (1,4,5,6-Tetrahydro-6-(4-nitrobenzoyl)pyrazolo[3,4-d]pyrido[2,3-b]azepine). The yield is 102.8%. As a reaction SMILES: C[N:2]([CH:4]=[C:5]1[CH2:11][CH2:10][N:9]([C:12](=[O:22])[C:13]2[CH:18]=[CH:17][C:16]([N+:19]([O-:21])=[O:20])=[CH:15][CH:14]=2)[C:8]2[N:23]=[CH:24][CH:25]=[CH:26][C:7]=2[C:6]1=O)C.O.[NH2:29]N>CO>[N+:19]([C:16]1[CH:17]=[CH:18][C:13]([C:12]([N:9]2[CH2:10][CH2:11][C:5]3[CH:4]=[N:2][NH:29][C:6]=3[C:7]3[CH:26]=[CH:25][CH:24]=[N:23][C:8]2=3)=[O:22])=[CH:14][CH:15]=1)([O-:21])=[O:20] |f:1.2|. Procedure details: To a slurry of 0.51 g of 6-[(dimethylamino)methylene]-6,7,8,9-tetrahydro-9-(4-nitrobenzoyl)-5H-pyrido[2,3-b]azepin-5-one in 17 ml of methanol under argon is added 0.14 g of hydrazine hydrate. The mixture is stirred overnight and the solvent removed under vacuum. The residue is dissolved in hot chloroform-methanol (95:5) and filtered through silica gel and washed filter pad with chloroform-methanol (95: 5). The filtrate is concentrated to dryness to give 0.48 g of yellow solid.